Dataset: the Open Reaction Database (ORD), a public repository of structured organic reaction records. Task: describe an organic reaction: reactants, conditions, products, and yield Reactants: C([O-])([O-])=O.[K+].[K+] (potassium carbonate), Cl.N1[C@@H](CCC1)CNC(=O)C=1C(=NC(=NC1Cl)SC)Cl ((S)—N-[(pyrrolidin-2-yl)methyl]-4,6-dichloro-2-methylthiopyrimidine-5-carboxylic acid amide hydrochloride). The solvent is O1CCOCC1 (1,4-Dioxane). Conditions: temperature 80 celsius, time 2 hour. The product is ClC1=NC(=NC=2N3CCC[C@H]3CNC(C21)=O)SC ((S)-7-chloro-9-methylthio-1,2,3,3a,4,5-hexahydro-5,8,10,10b-tetraazabenzo[e]azulen-6-one). Yield: 13.3%. Reaction SMILES: C(=O)([O-])[O-].[K+].[K+].Cl.[NH:8]1[CH2:12][CH2:11][CH2:10][C@H:9]1[CH2:13][NH:14][C:15]([C:17]1[C:18]([Cl:26])=[N:19][C:20]([S:24][CH3:25])=[N:21][C:22]=1Cl)=[O:16]>O1CCOCC1>[Cl:26][C:18]1[C:17]2[C:15](=[O:16])[NH:14][CH2:13][C@H:9]3[N:8]([CH2:12][CH2:11][CH2:10]3)[C:22]=2[N:21]=[C:20]([S:24][CH3:25])[N:19]=1 |f:0.1.2,3.4|. Procedure details: 1,4-Dioxane (5.4 mL) and potassium carbonate (770 mg, 5.60 mmol) were added to (S)—N-[(pyrrolidin-2-yl)methyl]-4,6-dichloro-2-methylthiopyrimidine-5-carboxylic acid amide hydrochloride (100 mg, 0.280 mmol) obtained in Reference Example 8, and the mixture was stirred at 80° C. for 2 hours. The mixture was filtered through sellite, and the residue was washed with chloroform. After concentrating the filtrate under reduced pressure, the residue was purified by silica gel column chromatography to giv... Reactants: N (ammonia), C(C1=CC=CC=C1)(C1=CC=CC=C1)=NC=1C=CC(=C(C1)[C@@]1(COCC(N1)=S)C)F ((R)-5-[5-(benzhydrylidene-amino)-2-fluoro-phenyl]-5-methyl-morpholine-3-thione), C(C)(C)(C)OO (tert-butyl-hydroperoxide). Solvent: CO (methanol), O (water), CO (methanol). Reaction conditions: time 40 hour. Product: C(C1=CC=CC=C1)(C1=CC=CC=C1)=NC=1C=CC(=C(C1)[C@]1(N=C(COC1)N)C)F ((R)-5-[5-(benzhydrylidene-amino)-2-fluoro-phenyl]-5-methyl-5,6-dihydro-2H-[1,4]oxazin-3-ylamine). Reaction SMILES: [C:1](=[N:14][C:15]1[CH:16]=[CH:17][C:18]([F:29])=[C:19]([C@@:21]2([CH3:28])[NH:26][C:25](=S)[CH2:24][O:23][CH2:22]2)[CH:20]=1)([C:8]1[CH:13]=[CH:12][CH:11]=[CH:10][CH:9]=1)[C:2]1[CH:7]=[CH:6][CH:5]=[CH:4][CH:3]=1.[NH3:30].C(OO)(C)(C)C>CO.O>[C:1](=[N:14][C:15]1[CH:16]=[CH:17][C:18]([F:29])=[C:19]([C@:21]2([CH3:28])[CH2:22][O:23][CH2:24][C:25]([NH2:30])=[N:26]2)[CH:20]=1)([C:8]1[CH:13]=[CH:12][CH:11]=[CH:10][CH:9]=1)[C:2]1[CH:7]=[CH:6][CH:5]=[CH:4][CH:3]=1. Procedure: A suspension of (R)-5-[5-(benzhydrylidene-amino)-2-fluoro-phenyl]-5-methyl-morpholine-3-thione [Building block H, step b)] (1.25 g, 3.09 mmol) in methanol (57 ml) was treated with a solution of ammonia in methanol (26.5 ml, 185 mmol) and a solution of tert-butyl-hydroperoxide (4.28 ml, 30.9 mmol). After stirring at room temperature for 40 hours, the reaction mixture was diluted with water and extracted three times with dichloromethane. The combined organic layers were washed with water, dried ov...